From a dataset of the Open Reaction Database (ORD), a public repository of structured organic reaction records. describe an organic reaction: reactants, conditions, products, and yield Reactants: C(=O)C=1C=C(C(=O)OC)C=CC1 (Methyl 3-formylbenzoate), N1N=NC2=C1C=CC=C2 (benzotriazole), C(C=C)N1[C@H](CN[C@@H](C1)C)C ((2S,5R)-1-allyl-2,5-dimethylpiperazine), C1(=CC=CC=C1)C (toluene). The solvent is C(C)N(CC)CC (triethylamine). Yields the product COC(C1=CC(=CC=C1)[C@H](N1N=NC2=C1C=CC=C2)N2[C@H](CN([C@@H](C2)C)CC=C)C)=O (3-[(S)-((2S,5R)-4-allyl-2,5-dimethylpiperazin-1-yl)benzotriazol-1-yl-methyl]benzoic acid methyl ester). The yield is 109.6%. RXN SMILES: [CH:1]([C:3]1[CH:4]=[C:5]([CH:10]=[CH:11][CH:12]=1)[C:6]([O:8][CH3:9])=[O:7])=O.[NH:13]1[C:17]2[CH:18]=[CH:19][CH:20]=[CH:21][C:16]=2[N:15]=[N:14]1.[CH2:22]([N:25]1[CH2:30][C@@H:29]([CH3:31])[NH:28][CH2:27][C@@H:26]1[CH3:32])[CH:23]=[CH2:24].C1(C)C=CC=CC=1>C(N(CC)CC)C>[CH3:9][O:8][C:6](=[O:7])[C:5]1[CH:10]=[CH:11][CH:12]=[C:3]([C@@H:1]([N:28]2[CH2:27][C@@H:26]([CH3:32])[N:25]([CH2:22][CH:23]=[CH2:24])[CH2:30][C@@H:29]2[CH3:31])[N:13]2[C:17]3[CH:18]=[CH:19][CH:20]=[CH:21][C:16]=3[N:15]=[N:14]2)[CH:4]=1. Procedure details: Methyl 3-formylbenzoate (10 g, 60.91 mmol, 1 eq), benzotriazole (7.25 g, 60.91 mmol, 1 eq) and (2S,5R)-1-allyl-2,5-dimethylpiperazine (Chirotech Division of Dow Pharmaceutical Services, Cambridge, UK, 9.39 g, 60.91 mmol, 1 eq) were placed in a flask with dry toluene (300 mL) and triethylamine (1 mL). The flask was fitted with a Dean-Stark trap and condenser and heated to a gentle reflux in an oil bath (temperature ≦135° C.) for several hours with azeotropic removal of water. Most of the toluene ... The reactants are C(C=C)C=1C=C(C=CC1O)CCC(=O)OCC (ethyl 3-(3-allyl-4-hydroxyphenyl)propionate), C(C=C)OC1=CC=C(C=C1)C(CC(=O)OCC)C (ethyl 3-(4-allyloxyphenyl)butanoate). Yields the product C(C=C)C=1C=C(C=CC1O)C(CC(=O)OCC)C (Ethyl 3-(3-allyl-4-hydroxyphenyl)butanoate). RXN SMILES: [CH2:1]([C:4]1[CH:5]=[C:6]([CH2:11][CH2:12][C:13]([O:15][CH2:16][CH3:17])=[O:14])[CH:7]=[CH:8][C:9]=1[OH:10])[CH:2]=[CH2:3].[CH2:18](OC1C=CC(C(C)CC(OCC)=O)=CC=1)C=C>>[CH2:1]([C:4]1[CH:5]=[C:6]([CH:11]([CH3:18])[CH2:12][C:13]([O:15][CH2:16][CH3:17])=[O:14])[CH:7]=[CH:8][C:9]=1[OH:10])[CH:2]=[CH2:3]. Reported procedure: Ethyl 3-(3-allyl-4-hydroxyphenyl)butanoate was prepared as for ethyl 3-(3-allyl-4-hydroxyphenyl)propionate as in Example 1 but using ethyl 3-(4-allyloxyphenyl)butanoate in place of ethyl 3-(4-allyloxyphenyl)propionate; microanalysis: found: C, 72.6; H, 7.80%; C15H20O3 requires C, 72.6; H, 8.12%; m/z 249(M+H). Starting materials: ClCl (chlorine), C27H21Cl2N3O2, ClC=1C=C(C(=O)O)C=CC1C(=O)N1CC=CC1 (3-chloro-4-(2,5-dihydropyrrol-1-ylcarbonyl)benzoic acid), CN(C)C(=[N+](C)C)ON1C2=C(C=CC=C2)N=N1.[B-](F)(F)(F)F (TBTU), C(C)(C)N(CC)C(C)C (diisopropylethylamine), ClC=1C=C2C=C(NC2=CC1)NCC1=CC=CC=C1 (rac.-(5-chloro-1H-indol-2-yl)phenylmethylamine), O1CCCC1 (tetrahydrofuran). Solvent: ClCCl.C(C)O (dichloromethane ethanol). The product is ClC=1C=C2C=C(NC2=CC1)C(NC(C1=CC(=C(C=C1)C(=O)N1CCCC1)C)=O)C1=CC=CC=C1 (rac.-N-[(5-chloro-1H-indol-2-yl)phenylmethyl]-3-methyl-4-(pyrrolidin-1-ylcarbonyl)benzamide). RXN SMILES: Cl[C:2]1[CH:3]=[C:4]([CH:8]=[CH:9][C:10]=1[C:11]([N:13]1[CH2:17][CH:16]=[CH:15][CH2:14]1)=[O:12])[C:5]([OH:7])=O.CN(C(ON1N=N[C:28]2[CH:29]=[CH:30][CH:31]=[CH:32][C:27]1=2)=[N+](C)C)C.[B-](F)(F)(F)F.[CH:40]([N:43](C(C)C)CC)(C)C.[Cl:49][C:50]1[CH:51]=[C:52]2[C:56](=[CH:57][CH:58]=1)[NH:55][C:54](NCC1C=CC=CC=1)=[CH:53]2.ClCl.O1CCC[CH2:70]1>ClCCl.C(O)C>[Cl:49][C:50]1[CH:51]=[C:52]2[C:56](=[CH:57][CH:58]=1)[NH:55][C:54]([CH:40]([C:27]1[CH:28]=[CH:29][CH:30]=[CH:31][CH:32]=1)[NH:43][C:5](=[O:7])[C:4]1[CH:8]=[CH:9][C:10]([C:11]([N:13]3[CH2:17][CH2:16][CH2:15][CH2:14]3)=[O:12])=[C:2]([CH3:70])[CH:3]=1)=[CH:53]2 |f:1.2,7.8|. Reported procedure: Prepared analogously to Example 1g from 3-chloro-4-(2,5-dihydropyrrol-1-ylcarbonyl)benzoic acid, TBTU, diisopropylethylamine, and rac.-(5-chloro-1H-indol-2-yl)phenylmethylamine in tetrahydrofuran. Yield: 42%; Rf value: 0.58 (silica gel: dichloromethane/ethanol=95:5); C27H21Cl2N3O2 (490.388); mass spectrum: (M+H)+=490/492/494 (chlorine isotope). Reactants: N1[C@H](C(=O)O)C[C@@H](O)C1 (Hydroxyproline), C(=O)(O)[O-].[Na+] (NaHCO3), ClC(=O)OCC1=CC=CC=2C3=CC=CC=C3CC12 (Fluorenylmethyl chloroformate). Run in O.O1CCOCC1 (H2O Dioxane), C1(=CC=CC=C1)C (toluene). Run at time 8 hour. Product: C(=O)(OCC1C2=CC=CC=C2C2=CC=CC=C12)N1[C@H](C(=O)O)C[C@H](C1)O (N-Fmoc-trans-4-Hydroxy-L-Proline). RXN SMILES: [NH:1]1[CH2:9][C@H:7]([OH:8])[CH2:6][C@H:2]1[C:3]([OH:5])=[O:4].C([O-])(O)=O.[Na+].Cl[C:16]([O:18][CH2:19][C:20]1[C:32]2[CH2:31][C:30]3[C:25](=[CH:26][CH:27]=[CH:28][CH:29]=3)[C:24]=2[CH:23]=[CH:22][CH:21]=1)=[O:17]>O.O1CCOCC1.C1(C)C=CC=CC=1>[C:16]([N:1]1[CH2:9][C@H:7]([OH:8])[CH2:6][C@H:2]1[C:3]([OH:5])=[O:4])([O:18][CH2:19][CH:20]1[C:21]2[C:28](=[CH:29][CH:24]=[CH:23][CH:22]=2)[C:27]2[C:32]1=[CH:31][CH:30]=[CH:25][CH:26]=2)=[O:17] |f:1.2,4.5|. Procedure details: Hydroxyproline, 1, (5.00 g, 38.2 mmol) and NaHCO3 (8.00 g, 95.2 mmol) were suspended in 150 ml H2O/Dioxane (1:1). Fluorenylmethyl chloroformate (11.4 g, 44.0 mmol) in 25 ml toluene was added dropwise. The temperature of the reaction was not allowed to rise above 25° C. during the addition. The mixture was stirred vigorously overnight, and then quenched with 50 ml saturated NaHCO3 solution and 50 ml water. The solution was then extracted with 100 ml diethyl ether. The aqueous layer was acidified ... Reactants: [Li+].[OH-] (LiOH), C(C)OC(=O)C1=NN(C(=C1)C)CC1=C(C=CC(=C1)Br)OCC(CC)(C)CC (1-[5-bromo-2-(2-ethyl-2-methyl-butoxy)-benzyl]-5-methyl-1H-pyrazole-3-carboxylic acid ethyl ester). Run in O (H2O), CO (MeOH), C1CCOC1 (THF), O (water). Run at temperature 100 celsius. Product: BrC=1C=CC(=C(CN2N=C(C=C2C)C(=O)O)C1)OCC(CC)(C)CC (1-[5-bromo-2-(2-ethyl-2-methyl-butoxy)-benzyl]-5-methyl-1H-pyrazole-3-carboxylic acid). RXN SMILES: C([O:3][C:4]([C:6]1[CH:10]=[C:9]([CH3:11])[N:8]([CH2:12][C:13]2[CH:18]=[C:17]([Br:19])[CH:16]=[CH:15][C:14]=2[O:20][CH2:21][C:22]([CH2:26][CH3:27])([CH3:25])[CH2:23][CH3:24])[N:7]=1)=[O:5])C.[Li+].[OH-]>CO.C1COCC1.O>[Br:19][C:17]1[CH:16]=[CH:15][C:14]([O:20][CH2:21][C:22]([CH2:26][CH3:27])([CH3:25])[CH2:23][CH3:24])=[C:13]([CH:18]=1)[CH2:12][N:8]1[C:9]([CH3:11])=[CH:10][C:6]([C:4]([OH:5])=[O:3])=[N:7]1 |f:1.2|. Reported procedure: To a solution of 1-[5-bromo-2-(2-ethyl-2-methyl-butoxy)-benzyl]-5-methyl-1H-pyrazole-3-carboxylic acid ethyl ester, 22, (0.17 g, 0.38 mmol) in a mixture of MeOH (3 mL) and THF (6 ml) was added a solution of LiOH in 3 ml of H2O. The resulting mixture was heated at 100° C. in an Emrys microwave reactor for 20 minutes. The mixture was poured into water (20 mL) and extracted with EtOAc (3×15 mL). The organic layers were combined, washed with brine (30 mL), dried (MgSO4) and the volatiles were remove... As a reaction SMILES: [CH3:3][c:4]1[cH:5][c:6]([OH:19])[cH:7][cH:8][c:9]1[CH2:10][CH2:11][CH2:12][CH2:13][n:14]1[n:15][n:16][cH:17][cH:18]1.[CH3:40][N:41]([CH3:42])[CH:43]=[O:44].[Cl:20][CH2:21][c:22]1[c:23]([CH3:38])[n:24][c:25](-[c:28]2[cH:29][cH:30][c:31]([C:34]([F:35])([F:36])[F:37])[cH:32][cH:33]2)[cH:26][cH:27]1.[H-:1].[Na+:2].[OH2:39]>>[CH3:3][c:4]1[cH:5][c:6]([O:19][CH2:21][c:22]2[c:23]([CH3:38])[n:24][c:25](-[c:28]3[cH:29][cH:30][c:31]([C:34]([F:35])([F:36])[F:37])[cH:32][cH:33]3)[cH:26][cH:27]2)[cH:7][cH:8][c:9]1[CH2:10][CH2:11][CH2:12][CH2:13][n:14]1[n:15][n:16][cH:17][cH:18]1. The product is Cc1cc(OCc2ccc(-c3ccc(C(F)(F)F)cc3)nc2C)ccc1CCCCn1ccnn1. Starting materials: Cc1cc(O)ccc1CCCCn1ccnn1, CN(C)C=O, Cc1nc(-c2ccc(C(F)(F)F)cc2)ccc1CCl, [H-], [Na+], O. The reactants are BrC=1C(=C(C(=NC1C)C)[C@@H](C(=O)OCC)OC(C)(C)C)N1CCC(CC1)(C)C ((S)-ethyl 2-(5-bromo-4-(4,4-dimethylpiperidin-1-yl)-2,6-dimethylpyridin-3-yl)-2-(tert-butoxy)acetate), FC1=CC=C(COC2=CC=C(C=C2)B(O)O)C=C1 ((4-((4-fluorobenzyl)oxy)phenyl)boronic acid), C(=O)([O-])[O-].[Na+].[Na+] (Na2CO3). The reagents and catalysts are C=1C=CC(=CC1)[P](C=2C=CC=CC2)(C=3C=CC=CC3)[Pd]([P](C=4C=CC=CC4)(C=5C=CC=CC5)C=6C=CC=CC6)([P](C=7C=CC=CC7)(C=8C=CC=CC8)C=9C=CC=CC9)[P](C=1C=CC=CC1)(C=1C=CC=CC1)C=1C=CC=CC1 (Pd(Ph3P)4). The solvent is CN(C)C=O (DMF). Reaction conditions: time 1.5 hour. The product is C(C)(C)(C)O[C@H](C(=O)OCC)C=1C(=NC(=C(C1N1CCC(CC1)(C)C)C1=CC=C(C=C1)OCC1=CC=C(C=C1)F)C)C ((S)-ethyl 2-(tert-butoxy)-2-(4-(4,4-dimethylpiperidin-1-yl)-5-(4-((4-fluorobenzyl)oxy)phenyl)-2,6-dimethylpyridin-3-yl)acetate). Isolated yield 60.2%. Reaction SMILES: Br[C:2]1[C:3]([N:21]2[CH2:26][CH2:25][C:24]([CH3:28])([CH3:27])[CH2:23][CH2:22]2)=[C:4]([C@H:10]([O:16][C:17]([CH3:20])([CH3:19])[CH3:18])[C:11]([O:13][CH2:14][CH3:15])=[O:12])[C:5]([CH3:9])=[N:6][C:7]=1[CH3:8].[F:29][C:30]1[CH:46]=[CH:45][C:33]([CH2:34][O:35][C:36]2[CH:41]=[CH:40][C:39](B(O)O)=[CH:38][CH:37]=2)=[CH:32][CH:31]=1.C([O-])([O-])=O.[Na+].[Na+]>CN(C=O)C.C1C=CC([P]([Pd]([P](C2C=CC=CC=2)(C2C=CC=CC=2)C2C=CC=CC=2)([P](C2C=CC=CC=2)(C2C=CC=CC=2)C2C=CC=CC=2)[P](C2C=CC=CC=2)(C2C=CC=CC=2)C2C=CC=CC=2)(C2C=CC=CC=2)C2C=CC=CC=2)=CC=1>[C:17]([O:16][C@@H:10]([C:4]1[C:5]([CH3:9])=[N:6][C:7]([CH3:8])=[C:2]([C:39]2[CH:38]=[CH:37][C:36]([O:35][CH2:34][C:33]3[CH:32]=[CH:31][C:30]([F:29])=[CH:46][CH:45]=3)=[CH:41][CH:40]=2)[C:3]=1[N:21]1[CH2:26][CH2:25][C:24]([CH3:28])([CH3:27])[CH2:23][CH2:22]1)[C:11]([O:13][CH2:14][CH3:15])=[O:12])([CH3:20])([CH3:19])[CH3:18] |f:2.3.4,^1:61,63,82,101|. Procedure: A mixture of (S)-ethyl 2-(5-bromo-4-(4,4-dimethylpiperidin-1-yl)-2,6-dimethylpyridin-3-yl)-2-(tert-butoxy)acetate (0.049 g, 0.108 mmol), (4-((4-fluorobenzyl)oxy)phenyl)boronic acid (0.040 g, 0.161 mmol) and 2M Na2CO3 (0.134 ml, 0.269 mmol) in DMF (2 mL) was degassed for 10 min. Then, Pd(Ph3P)4 (0.012 g, 10.76 μmol) was added, degassed for 5 min and placed in a pre-heated oil bath at 100° C. After 1.5 h at 110° C., cooled and purified by prep-HPLC to afford (S)-ethyl 2-(tert-butoxy)-2-(4-(4,4-dim... Reactants: O1C(=CC=C1)C=1OC(=C(N1)COC1=CC=C(C=C1)CC(=O)OC(CCC(=O)OC)C(C1=CC=CC=C1)=O)C (methyl 4-[4-[2-(2-furyl)-5-methyl-4-oxazolylmethoxy]phenyl]acetoxy-5-oxo-5-phenylpentanoate), C(C)(=O)[O-].[NH4+] (ammonium acetate), C(C)(=O)O (acetic acid). Run in C(C)(=O)OCC (ethyl acetate). Product: O1C(=CC=C1)C=1OC(=C(N1)COC1=CC=C(CC=2OC(=C(N2)C2=CC=CC=C2)CCC(=O)OC)C=C1)C (methyl 3-[2-[4-[2-(2-furyl)-5-methyl-4-oxazolylmethoxy]benzyl]-4-phenyl-5-oxazolyl]propionate). Isolated yield 77.3%. As a reaction SMILES: [O:1]1[CH:5]=[CH:4][CH:3]=[C:2]1[C:6]1[O:7][C:8]([CH3:38])=[C:9]([CH2:11][O:12][C:13]2[CH:18]=[CH:17][C:16]([CH2:19][C:20]([O:22][CH:23]([C:30](=O)[C:31]3[CH:36]=[CH:35][CH:34]=[CH:33][CH:32]=3)[CH2:24][CH2:25][C:26]([O:28][CH3:29])=[O:27])=O)=[CH:15][CH:14]=2)[N:10]=1.C([O-])(=O)C.[NH4+:43].C(O)(=O)C>C(OCC)(=O)C>[O:1]1[CH:5]=[CH:4][CH:3]=[C:2]1[C:6]1[O:7][C:8]([CH3:38])=[C:9]([CH2:11][O:12][C:13]2[CH:18]=[CH:17][C:16]([CH2:19][C:20]3[O:22][C:23]([CH2:24][CH2:25][C:26]([O:28][CH3:29])=[O:27])=[C:30]([C:31]4[CH:36]=[CH:35][CH:34]=[CH:33][CH:32]=4)[N:43]=3)=[CH:15][CH:14]=2)[N:10]=1 |f:1.2|. Procedure details: A mixture of methyl 4-[4-[2-(2-furyl)-5-methyl-4-oxazolylmethoxy]phenyl]acetoxy-5-oxo-5-phenylpentanoate (1.49 g), ammonium acetate (777 mg) and acetic acid (5 ml) was refluxed for 3 hrs. After cooling, ethyl acetate was added to the reaction mixture. The obtained ethyl acetate solution was washed with saturated aqueous sodium hydrogen carbonate and then saturated brine, dried (MgSO4) and concentrated. The residue was subjected to silica gel column chromatography, and methyl 3-[2-[4-[2-(2-furyl)... The reactants are BrC1=CC(=CC(=C1)F)Br (1,3-dibromo-5-fluorobenzene), CN(C)C=O (DMF), [Cu]C#N (copper (I) cyanide). Run in N1=CC=CC=C1 (pyridine). Product: BrC=1C=C(C#N)C=C(C1)F (3-bromo-5-fluorobenzonitrile). The yield is 35.0%. Reaction SMILES: Br[C:2]1[CH:7]=[C:6]([F:8])[CH:5]=[C:4]([Br:9])[CH:3]=1.[CH3:10][N:11](C=O)C.[Cu]C#N>N1C=CC=CC=1>[Br:9][C:4]1[CH:3]=[C:2]([CH:7]=[C:6]([F:8])[CH:5]=1)[C:10]#[N:11]. Procedure details: A 250-mL round-bottom flask equipped with a magnetic stir bar was charged with 1,3-dibromo-5-fluorobenzene (7.70 g, 30.3 mmol), DMF (45 mL), pyridine (4.9 mL), and copper (I) cyanide (2.72 g, 30.3 mmol) under nitrogen. A reflux condenser was attached to the flask. The green, cloudy mixture was stirred at reflux for 3 h. Once lower Rf impurities were observed, the reaction was allowed to cool to room temperature. The reaction was quenched with 30 mL of ether, and a precipitate formed in the dark ... Starting materials: ClC=1C=C(C(=C(C(=O)OC)C1)CC)NC1CCOCC1 (methyl 5-chloro-2-ethyl-3-[(oxan-4-yl)amino]benzoate), C(C)=O (acetaldehyde), C(C)(=O)O[BH-](OC(C)=O)OC(C)=O.[Na+] (sodium triacetoxyborohydride), C(=O)(O)[O-].[Na+] (NaHCO3), C(C)=O (acetaldehyde), C(C)(=O)O (acetic acid), C(C)(=O)O[BH-](OC(C)=O)OC(C)=O.[Na+] (sodium triacetoxyborohydride). The solvent is O (water), ClCCCl (1,2-dichloroethane). Product: ClC=1C=C(C(=C(C(=O)OC)C1)CC)N(C1CCOCC1)CC (methyl 5-chloro-2-ethyl-3-[ethyl(oxan-4-yl)amino]benzoate). The yield is 82.4%. RXN SMILES: [Cl:1][C:2]1[CH:3]=[C:4]([NH:14][CH:15]2[CH2:20][CH2:19][O:18][CH2:17][CH2:16]2)[C:5]([CH2:12][CH3:13])=[C:6]([CH:11]=1)[C:7]([O:9][CH3:10])=[O:8].[CH:21](=O)[CH3:22].C(O)(=O)C.C(O[BH-](OC(=O)C)OC(=O)C)(=O)C.[Na+].C([O-])(O)=O.[Na+]>ClCCCl.O>[Cl:1][C:2]1[CH:3]=[C:4]([N:14]([CH2:21][CH3:22])[CH:15]2[CH2:20][CH2:19][O:18][CH2:17][CH2:16]2)[C:5]([CH2:12][CH3:13])=[C:6]([CH:11]=1)[C:7]([O:9][CH3:10])=[O:8] |f:3.4,5.6|. Procedure details: To a solution of methyl 5-chloro-2-ethyl-3-[(oxan-4-yl)amino]benzoate (350 mg, 1.18 mmol) in 1,2-dichloroethane (10 ml) at room temperature under nitrogen was added acetaldehyde (0.66 ml, 11.8 mmol) followed by acetic acid (0.4 ml, 7.05 mmol). This solution was stirred for 5 minutes before the addition of sodium triacetoxyborohydride (2.49 g, 11.8 mmol) at room temperature. After stirring for 23 hours acetaldehyde (0.66 ml, 11.8 mmol) was added to the dark reaction mixture and this was stirred f...